From a dataset of the Open Reaction Database (ORD), a public repository of structured organic reaction records. describe an organic reaction: reactants, conditions, products, and yield The reactants are chlorinated hydrocarbons, O (water), C(Cl)(Cl)Cl (chloroform), C(Cl)(Cl)(Cl)Cl (carbon tetrachloride), C1=CC=CC=C1 (benzene). Solvent: C(Cl)Cl (methylene chloride), C=1(C(=CC=CC1)C)C (xylene), C1(=CC=CC=C1)C (toluene). Product: ClC(C)Cl (dichloroethane), C(C(Cl)Cl)Cl (trichloroethane), ethers. Reaction SMILES: O.[CH:2]([Cl:5])(Cl)[Cl:3].[C:6]([Cl:10])(Cl)(Cl)[Cl:7].C1C=CC=CC=1>C(Cl)Cl.C1(C)C(C)=CC=CC=1.C1(C)C=CC=CC=1>[Cl:3][CH:2]([Cl:5])[CH3:6].[CH2:2]([Cl:3])[CH:6]([Cl:10])[Cl:7]. Procedure details: Suitable stable water-immiscible volatile organic solvents include chlorinated hydrocarbons, such as, in particular methylene chloride, dichloroethane, trichloroethane, chloroform, carbon tetrachloride etc., aromatic hydrocarbons, such as, in particular, benzene, toluene, xylene, etc., and ethers, provided they have a boiling point of less than 45° C. at 1 mm Hg and are immiscible with water. Starting materials: C(C)OC(=O)C1=CC(=CC(=N1)CN1CCN(CCN(CC1)CC1=NC(=CC(=C1)C1=C(C=C(C=C1OC)OC)OC)C(=O)OCC)CC1=CC(=CC(=N1)C(=O)OCC)C1=C(C=C(C=C1OC)OC)OC)C1=C(C=C(C=C1OC)OC)OC (ethyl 6-((4,7-bis((6-(ethoxycarbonyl)-4-(2,4,6-trimethoxyphenyl)-pyridin-2-yl)methyl)-1,4,7-triazonan-1-yl)methyl)-4-(2,4,6-trimethoxyphenyl)-pyridine-2-carboxylate), [Cl-].[Dy+3].[Cl-].[Cl-] (dysprosium chloride). Reported procedure: Deprotection of compound 21 followed by treatment with dysprosium chloride as described in Example 20 yielded the title compound. The product is [Dy+3].C(=O)(O)C1=CC(=CC(=N1)CN1CCN(CCN(CC1)CC1=NC(=CC(=C1)C1=C(C=C(C=C1OC)OC)OC)C(=O)O)CC1=CC(=CC(=N1)C(=O)O)C1=C(C=C(C=C1OC)OC)OC)C1=C(C=C(C=C1OC)OC)OC (6-((4,7-bis((6-carboxy-4-(2,4,6-trimethoxyphenyl)pyridin-2-yl)methyl)-1,4,7-triazonan-1-yl)methyl)-4-(2,4,6-trimethoxyphenyl)pyridine-2-carboxylic acid dysprosium(III)). As a reaction SMILES: C([O:3][C:4]([C:6]1[N:11]=[C:10]([CH2:12][N:13]2[CH2:21][CH2:20][N:19]([CH2:22][C:23]3[CH:28]=[C:27]([C:29]4[C:34]([O:35][CH3:36])=[CH:33][C:32]([O:37][CH3:38])=[CH:31][C:30]=4[O:39][CH3:40])[CH:26]=[C:25]([C:41]([O:43]CC)=[O:42])[N:24]=3)[CH2:18][CH2:17][N:16]([CH2:46][C:47]3[N:52]=[C:51]([C:53]([O:55]CC)=[O:54])[CH:50]=[C:49]([C:58]4[C:63]([O:64][CH3:65])=[CH:62][C:61]([O:66][CH3:67])=[CH:60][C:59]=4[O:68][CH3:69])[CH:48]=3)[CH2:15][CH2:14]2)[CH:9]=[C:8]([C:70]2[C:75]([O:76][CH3:77])=[CH:74][C:73]([O:78][CH3:79])=[CH:72][C:71]=2[O:80][CH3:81])[CH:7]=1)=[O:5])C.[Cl-].[Dy+3:83].[Cl-].[Cl-]>>[Dy+3:83].[C:41]([C:25]1[N:24]=[C:23]([CH2:22][N:19]2[CH2:18][CH2:17][N:16]([CH2:46][C:47]3[CH:48]=[C:49]([C:58]4[C:63]([O:64][CH3:65])=[CH:62][C:61]([O:66][CH3:67])=[CH:60][C:59]=4[O:68][CH3:69])[CH:50]=[C:51]([C:53]([OH:55])=[O:54])[N:52]=3)[CH2:15][CH2:14][N:13]([CH2:12][C:10]3[N:11]=[C:6]([C:4]([OH:5])=[O:3])[CH:7]=[C:8]([C:70]4[C:71]([O:80][CH3:81])=[CH:72][C:73]([O:78][CH3:79])=[CH:74][C:75]=4[O:76][CH3:77])[CH:9]=3)[CH2:21][CH2:20]2)[CH:28]=[C:27]([C:29]2[C:30]([O:39][CH3:40])=[CH:31][C:32]([O:37][CH3:38])=[CH:33][C:34]=2[O:35][CH3:36])[CH:26]=1)([OH:43])=[O:42] |f:1.2.3.4,5.6|. Starting materials: C(CNC(=O)C1=CC=CC=C1)(=O)O (hippuric acid), P(Cl)(Cl)(Cl)(Cl)Cl (phosphorus pentachloride). Solvent: C(C)(=O)Cl (acetyl chloride). Yields the product C(CNC(=O)C1=CC=CC=C1)(=O)Cl (Hippuryl Chloride). As a reaction SMILES: [C:1]([OH:13])(=O)[CH2:2][NH:3][C:4]([C:6]1[CH:11]=[CH:10][CH:9]=[CH:8][CH:7]=1)=[O:5].P(Cl)(Cl)(Cl)(Cl)[Cl:15]>C(Cl)(=O)C>[C:1]([Cl:15])(=[O:13])[CH2:2][NH:3][C:4]([C:6]1[CH:11]=[CH:10][CH:9]=[CH:8][CH:7]=1)=[O:5]. Procedure details: The title compound was prepared by the chlorination of hippuric acid using phosphorus pentachloride in acetyl chloride according to a literature procedure, mp 124°-126° C. dec (McInally, I. et al J. Polymer Sci. Polymer Chem. Ed. (1977), 15, 2511, mp 125° C. dec.).